This data is from the Open Reaction Database (ORD), a public repository of structured organic reaction records. The task is: describe an organic reaction: reactants, conditions, products, and yield Starting materials: O=C([O-])[O-], CC(C)(C)OC(=O)N1CCC(c2cccc(N3CCn4nc(COc5ccccc5)cc4C3=O)n2)CC1, ClCCl, [Na+], [Na+], O, O=C(O)C(F)(F)F. Product: O=C1c2cc(COc3ccccc3)nn2CCN1c1cccc(C2CCNCC2)n1. Reaction SMILES: [C:45](=[O:46])([O-:47])[O-:48].[C:8]([O:9][C:10](=[O:11])[N:15]1[CH2:16][CH2:17][CH:18]([c:21]2[n:22][c:23]([N:27]3[C:28](=[O:44])[c:29]4[n:30]([n:33][c:34]([CH2:36][O:37][c:38]5[cH:39][cH:40][cH:41][cH:42][cH:43]5)[cH:35]4)[CH2:31][CH2:32]3)[cH:24][cH:25][cH:26]2)[CH2:19][CH2:20]1)([CH3:12])([CH3:13])[CH3:14].[Cl:51][CH2:52][Cl:53].[Na+:49].[Na+:50].[OH2:54].[OH:1][C:2]([C:3]([F:4])([F:5])[F:6])=[O:7]>>[NH:15]1[CH2:16][CH2:17][CH:18]([c:21]2[n:22][c:23]([N:27]3[C:28](=[O:44])[c:29]4[n:30]([n:33][c:34]([CH2:36][O:37][c:38]5[cH:39][cH:40][cH:41][cH:42][cH:43]5)[cH:35]4)[CH2:31][CH2:32]3)[cH:24][cH:25][cH:26]2)[CH2:19][CH2:20]1. Reactants: O1COC2=C1C=CC(=C2)OC=2C(=NC=NC2Cl)Cl (5-(1,3-benzodioxol-5-yloxy)-4,6-dichloropyrimidine), C(C)(C)C1=CC=C(C=C1)S(=O)(=O)N (p-isopropylbenzenesulfonamide). Yields the product ethylene glycol Na, O1COC2=C1C=CC(=C2)OC=2C(=NC=NC2OCCO)NS(=O)(=O)C2=CC=C(C=C2)C(C)C (N-[5-(1,3-benzodioxol-5-yloxy)-6-(2-hydroxyethoxy)-4-pyrimidinyl]-p-isopropylbenzenesulfonamide). As a reaction SMILES: [O:1]1[C:5]2[CH:6]=[CH:7][C:8]([O:10][C:11]3[C:12](Cl)=[N:13][CH:14]=[N:15][C:16]=3Cl)=[CH:9][C:4]=2[O:3][CH2:2]1.[CH:19]([C:22]1[CH:27]=[CH:26][C:25]([S:28]([NH2:31])(=[O:30])=[O:29])=[CH:24][CH:23]=1)([CH3:21])[CH3:20]>>[O:1]1[C:5]2[CH:6]=[CH:7][C:8]([O:10][C:11]3[C:12]([NH:31][S:28]([C:25]4[CH:24]=[CH:23][C:22]([CH:19]([CH3:21])[CH3:20])=[CH:27][CH:26]=4)(=[O:29])=[O:30])=[N:13][CH:14]=[N:15][C:16]=3[O:1][CH2:5][CH2:4][OH:3])=[CH:9][C:4]=2[O:3][CH2:2]1. Procedure details: By reacting 5-(1,3-benzodioxol-5-yloxy)-4,6-dichloropyrimidine with p-isopropylbenzenesulfonamide and thereafter with ethylene glycol Na, there was obtained N-[5-(1,3-benzodioxol-5-yloxy)-6-(2-hydroxyethoxy)-4-pyrimidinyl]-p-isopropylbenzenesulfonamide as a solid. Starting materials: Cc1ccccc1, CC(C)c1cc(-c2ccc(F)c(C=Cc3ccc(S(C)(=O)=O)cc3)c2)c2ncccc2c1. Yields the product CC(C)c1cc(-c2ccc(F)c(CCc3ccc(S(C)(=O)=O)cc3)c2)c2ncccc2c1. RXN SMILES: [CH3:33][c:34]1[cH:35][cH:36][cH:37][cH:38][cH:39]1.[F:1][c:2]1[c:3]([CH:21]=[CH:22][c:23]2[cH:24][cH:25][c:26]([S:29](=[O:30])(=[O:31])[CH3:32])[cH:27][cH:28]2)[cH:4][c:5](-[c:8]2[cH:9][c:10]([CH:18]([CH3:19])[CH3:20])[cH:11][c:12]3[cH:13][cH:14][cH:15][n:16][c:17]23)[cH:6][cH:7]1>>[F:1][c:2]1[c:3]([CH2:21][CH2:22][c:23]2[cH:24][cH:25][c:26]([S:29](=[O:30])(=[O:31])[CH3:32])[cH:27][cH:28]2)[cH:4][c:5](-[c:8]2[cH:9][c:10]([CH:18]([CH3:19])[CH3:20])[cH:11][c:12]3[cH:13][cH:14][cH:15][n:16][c:17]23)[cH:6][cH:7]1.